From a dataset of the Open Reaction Database (ORD), a public repository of structured organic reaction records. describe an organic reaction: reactants, conditions, products, and yield Starting materials: NC1=NC(=NC=C1C(=O)C1=C(C=C(C(=C1)F)C)OC)S(=O)CC ((4-amino-2-ethanesulfinyl-pyrimidin-5-yl)-(5-fluoro-2-methoxy-4-methyl-phenyl)-methanone), C(C)(C)(C)OC(N[C@@H]1CC[C@H](CC1)N)=O ((trans-4-amino-cyclohexyl)-carbamic acid tert-butyl ester). The product is C(C)(C)(C)OC(NC1CCC(CC1)NC1=NC=C(C(=N1)N)C(C1=C(C=C(C(=C1)F)C)OC)=O)=O ([4-[4-amino-5-(5-fluoro-2-methoxy-4-methyl-benzoyl)-pyrimidin-2-ylamino]-cyclohexyl]-carbamic acid tert-butyl ester). As a reaction SMILES: [NH2:1][C:2]1[C:7]([C:8]([C:10]2[CH:15]=[C:14]([F:16])[C:13]([CH3:17])=[CH:12][C:11]=2[O:18][CH3:19])=[O:9])=[CH:6][N:5]=[C:4](S(CC)=O)[N:3]=1.[C:24]([O:28][C:29](=[O:38])[NH:30][C@H:31]1[CH2:36][CH2:35][C@H:34]([NH2:37])[CH2:33][CH2:32]1)([CH3:27])([CH3:26])[CH3:25]>>[C:24]([O:28][C:29](=[O:38])[NH:30][CH:31]1[CH2:32][CH2:33][CH:34]([NH:37][C:4]2[N:3]=[C:2]([NH2:1])[C:7]([C:8](=[O:9])[C:10]3[CH:15]=[C:14]([F:16])[C:13]([CH3:17])=[CH:12][C:11]=3[O:18][CH3:19])=[CH:6][N:5]=2)[CH2:35][CH2:36]1)([CH3:27])([CH3:25])[CH3:26]. Procedure details: The same procedure as described in Example 326 was used, starting with (4-amino-2-ethanesulfinyl-pyrimidin-5-yl)-(5-fluoro-2-methoxy-4-methyl-phenyl)-methanone (Example 341) and (trans-4-amino-cyclohexyl)-carbamic acid tert-butyl ester (Astatech) to give [4-[4-amino-5-(5-fluoro-2-methoxy-4-methyl-benzoyl)-pyrimidin-2-ylamino]-cyclohexyl]-carbamic acid tert-butyl ester as a white solid. MS (M+H)+, 474